This data is from the Open Reaction Database (ORD), a public repository of structured organic reaction records. The task is: describe an organic reaction: reactants, conditions, products, and yield Starting materials: [H-].[Al+3].[Li+].[H-].[H-].[H-] (lithium aluminium hydride), COC(C(C[C@@H](C)[C@H]1CC[C@H]2[C@@H]3CC=C4C[C@H](CC[C@]4(C)[C@H]3CC[C@]12C)OC1OCCCC1)(F)F)=O (23,23-Difluoro-3β-tetrahydropyranyloxychol-5-en-24-oic Acid Methyl Ester). Solvent: CCOCC (ether), CCOCC (ether). Reaction conditions: temperature 0 celsius, time 10 minute. The product is FC(CO)(C[C@@H](C)[C@H]1CC[C@H]2[C@@H]3CC=C4C[C@H](CC[C@]4(C)[C@H]3CC[C@]12C)O)F (23,23-Difluorochol-5-ene-3β,24-diol). Yield: 103.2%. Reaction SMILES: [H-].[Al+3].[Li+].[H-].[H-].[H-].C[O:8][C:9](=O)[C:10]([F:41])([F:40])[CH2:11][C@H:12]([C@@H:14]1[C@:31]2([CH3:32])[C@H:17]([C@H:18]3[C@H:28]([CH2:29][CH2:30]2)[C@:26]2([CH3:27])[C:21]([CH2:22][C@@H:23]([O:33]C4CCCCO4)[CH2:24][CH2:25]2)=[CH:20][CH2:19]3)[CH2:16][CH2:15]1)[CH3:13]>CCOCC>[F:40][C:10]([F:41])([CH2:11][C@H:12]([C@@H:14]1[C@:31]2([CH3:32])[C@H:17]([C@H:18]3[C@H:28]([CH2:29][CH2:30]2)[C@:26]2([CH3:27])[C:21]([CH2:22][C@@H:23]([OH:33])[CH2:24][CH2:25]2)=[CH:20][CH2:19]3)[CH2:16][CH2:15]1)[CH3:13])[CH2:9][OH:8] |f:0.1.2.3.4.5|. Procedure: To a suspension of lithium aluminium hydride (63 mg, 1.65 mmol) in ether (10 ml) the difluoroester (6) (1.40 g, 2.76 mmol) in ether (10 ml) was added and the mixture was stirred at 0° C. for 10 min and then stirred at room temperature for 10 min. The usual work-up (ether for extraction) gave a crude product, which was applied to a column of silica gel (100 g). Elution with n-hexane-ether (5:1) gave the alcohol (7) (1.13 g, 86%), viscous oil. 1H-NMR δ: 0.73 (3H, s, 18-H3), 1.03 (3H, s, 19-H3), 1....